describe an organic reaction: reactants, conditions, products, and yield From a dataset of the Open Reaction Database (ORD), a public repository of structured organic reaction records. Reactants: O=C([O-])[O-], COc1ccc(CN)cc1, Cc1ccccc1, Cc1cc(-c2cccc(C(F)(F)F)c2)c(Cl)nc1C(=O)N1CCC(N2CCCC2)CC1, [Cs+], [Cs+], CC(=O)[O-], CC(=O)[O-], [Pd+2]. Product: COc1ccc(CNc2nc(C(=O)N3CCC(N4CCCC4)CC3)c(C)cc2-c2cccc(C(F)(F)F)c2)cc1. Reaction SMILES: [C:42](=[O:43])([O-:44])[O-:45].[CH3:32][O:33][c:34]1[cH:35][cH:36][c:37]([CH2:38][NH2:39])[cH:40][cH:41]1.[CH3:48][c:49]1[cH:50][cH:51][cH:52][cH:53][cH:54]1.[Cl:1][c:2]1[c:3](-[c:22]2[cH:23][c:24]([C:28]([F:29])([F:30])[F:31])[cH:25][cH:26][cH:27]2)[cH:4][c:5]([CH3:21])[c:6]([C:8](=[O:9])[N:10]2[CH2:11][CH2:12][CH:13]([N:16]3[CH2:17][CH2:18][CH2:19][CH2:20]3)[CH2:14][CH2:15]2)[n:7]1.[Cs+:46].[Cs+:47].[O-:56][C:57]([CH3:58])=[O:59].[O-:60][C:61]([CH3:62])=[O:63].[Pd+2:55]>>[c:2]1([NH:39][CH2:38][c:37]2[cH:36][cH:35][c:34]([O:33][CH3:32])[cH:41][cH:40]2)[c:3](-[c:22]2[cH:23][c:24]([C:28]([F:29])([F:30])[F:31])[cH:25][cH:26][cH:27]2)[cH:4][c:5]([CH3:21])[c:6]([C:8](=[O:9])[N:10]2[CH2:11][CH2:12][CH:13]([N:16]3[CH2:17][CH2:18][CH2:19][CH2:20]3)[CH2:14][CH2:15]2)[n:7]1. The reactants are ClC(Cl)(Cl)Cl, CCOP(=O)(Cl)OCC, OCC[SiH2]C(c1ccccc1)c1ccccc1, c1ccncc1. Yields the product CCOP(=O)(OCC)OCC[SiH2]C(c1ccccc1)c1ccccc1. Reaction SMILES: [C:33]([Cl:34])([Cl:35])([Cl:36])[Cl:37].[CH2:18]([CH3:19])[O:20][P:21]([O:22][CH2:23][CH3:24])(=[O:25])[Cl:26].[c:1]1([CH:7]([c:8]2[cH:9][cH:10][cH:11][cH:12][cH:13]2)[SiH2:14][CH2:15][CH2:16][OH:17])[cH:2][cH:3][cH:4][cH:5][cH:6]1.[cH:27]1[cH:28][cH:29][n:30][cH:31][cH:32]1>>[c:1]1([CH:7]([c:8]2[cH:9][cH:10][cH:11][cH:12][cH:13]2)[SiH2:14][CH2:15][CH2:16][O:17][P:21]([O:20][CH2:18][CH3:19])([O:22][CH2:23][CH3:24])=[O:25])[cH:2][cH:3][cH:4][cH:5][cH:6]1. Starting materials: BrC1=CC(=NC(=C1)N)N (4-bromo-pyridine-2,6-diamine), C1(=C(C(=CC(=C1)C)C)S(=O)(=O)ON)C (O-mesitylene-sulfonylhydroxylamine), BrC1=CC=C(C=O)O1 (5-bromo-furfural). The product is BrC1=CC=2N(C(=C1)N)N=C(N2)C=2OC(=CC2)Br (7-Bromo-2-(5-bromo-furan-2-yl)-[1,2,4]triazolo[1,5-a]pyridin-5-ylamine). RXN SMILES: [Br:1][C:2]1[CH:7]=[C:6]([NH2:8])[N:5]=[C:4]([NH2:9])[CH:3]=1.C1(C)C=C(C)C=C(C)C=1S(O[NH2:22])(=O)=O.[Br:24][C:25]1[O:31][C:28]([CH:29]=O)=[CH:27][CH:26]=1>>[Br:1][C:2]1[CH:7]=[C:6]([NH2:8])[N:5]2[N:22]=[C:29]([C:28]3[O:31][C:25]([Br:24])=[CH:26][CH:27]=3)[N:9]=[C:4]2[CH:3]=1. Reported procedure: The title compound, MS m/e (%): 359 (M++1, 100), was prepared in accordance with the general method of example 63 from 4-bromo-pyridine-2,6-diamine, O-mesitylene-sulfonylhydroxylamine, and 5-bromo-furfural. The purification was performed with reversed phase HPLC eluting with an acetonitrile/water gradient.